Dataset: the Open Reaction Database (ORD), a public repository of structured organic reaction records. Task: describe an organic reaction: reactants, conditions, products, and yield The reactants are O.NN (hydrazine hydrate), COC=1C(=C(C=C(C1F)F)N1C(C=2C(C1=O)=CC=CC2)=O)F (N-(3-Methoxy-2,4,5-trifluorophenyl)-phthalimide). The solvent is C(C)O (ethanol). Conditions: time 2 hour. Yields the product COC=1C(=C(N)C=C(C1F)F)F (3-Methoxy-2,4,5-trifluoroaniline). The yield is 85.5%. Reaction SMILES: O.NN.[CH3:4][O:5][C:6]1[C:7]([F:25])=[C:8]([N:14]2C(=O)C3=CC=CC=C3C2=O)[CH:9]=[C:10]([F:13])[C:11]=1[F:12]>C(O)C>[CH3:4][O:5][C:6]1[C:7]([F:25])=[C:8]([CH:9]=[C:10]([F:13])[C:11]=1[F:12])[NH2:14] |f:0.1|. Procedure details: 1.1 g (0.02 mole) of hydrazine hydrate was added to a suspension of 2.15 g (0.007 mole) of N-(3-methoxy-2,4,5-trifluorophenyl)phthalimide (XXXVI) [prepared as described in Step (F3) above] in 30 ml of ethanol, and the mixture was heated under reflux with stirring for 2 hours. The reaction mixture was cooled to room temperature and then filtered. The filtrate was concentrated by evaporation under reduced pressure, and the residue was dissolved in toluene. The resulting solution was washed with wa... The reactants are OC=1C=C(C#N)C=CC1[N+](=O)[O-] (3-hydroxy-4-nitrobenzonitrile), C([O-])([O-])=O.[Cs+].[Cs+] (cesium carbonate), C(C=C)Br (allyl bromide). Run in CN(C)C=O (DMF). Run at time 18 hour. The product is C(C=C)OC=1C=C(C#N)C=CC1[N+](=O)[O-] (3-allyloxy-4-nitrobenzonitrile). Yield: 93.9%. RXN SMILES: [OH:1][C:2]1[CH:3]=[C:4]([CH:7]=[CH:8][C:9]=1[N+:10]([O-:12])=[O:11])[C:5]#[N:6].C(=O)([O-])[O-].[Cs+].[Cs+].[CH2:19](Br)[CH:20]=[CH2:21]>CN(C=O)C>[CH2:21]([O:1][C:2]1[CH:3]=[C:4]([CH:7]=[CH:8][C:9]=1[N+:10]([O-:12])=[O:11])[C:5]#[N:6])[CH:20]=[CH2:19] |f:1.2.3|. Procedure: To a solution of 3-hydroxy-4-nitrobenzonitrile (5 g, 30.5 mmol) in DMF (20 ml), cesium carbonate (15 g, 45.7 mmol) and allyl bromide (3.15 mL, 35.6 mmol) were added. The reaction mixture was stirred at room temperature for 18 hours, then it was partitioned between ethyl acetate and water. The combined organic phase was dried and concentrated to give the desired product (5.85 g, 94%). EI-MS m/z 205 (M+). Starting materials: COC(C1=C(C=C(C=C1)O)[N+](=O)[O-])=O (4-hydroxy-2-nitrobenzoic acid methyl ester), C(=O)[O-].[NH4+] (ammonium formate). Reagents/catalysts: [Pd] (Pd/C). Solvent: CO (methanol). The product is COC(C1=C(C=C(C=C1)O)N)=O (2-amino-4-hydroxy-benzoic acid methyl ester). Yield: 96.1%. RXN SMILES: [CH3:1][O:2][C:3](=[O:14])[C:4]1[CH:9]=[CH:8][C:7]([OH:10])=[CH:6][C:5]=1[N+:11]([O-])=O.C([O-])=O.[NH4+]>CO.[Pd]>[CH3:1][O:2][C:3](=[O:14])[C:4]1[CH:9]=[CH:8][C:7]([OH:10])=[CH:6][C:5]=1[NH2:11] |f:1.2|. Procedure details: To a stirred solution of 4-hydroxy-2-nitrobenzoic acid methyl ester (4.410 g, 22.369 mmol) in methanol (80 ml) under nitrogen at room temperature was added ammonium formate (5.642 g, 89.475 mmol) and 5% Pd/C (450 mg). After 5 hours the reaction mixture was filtered through celite and rinsed. The filtrate was concentrated and the residue partitioned between EtOAc (150 ml) and water (40 ml). The layers were shaken, separated and the organic layer washed with water (3×30 ml), brine (2×30 ml), dried... Reaction SMILES: [Br:26][CH2:27][C:28](=[O:29])[O:30][CH2:31][CH3:32].[Cl:1][c:2]1[cH:3][c:4]([CH2:9][n:10]2[c:11]([CH:21]([CH3:22])[CH3:23])[n:12][c:13]3[c:14]2[CH:15]([OH:20])[CH2:16][CH2:17][CH2:18][CH2:19]3)[cH:5][cH:6][c:7]1[Cl:8].[H-:24].[Na+:25].[O:33]1[CH2:34][CH2:35][CH2:36][CH2:37]1>>[Cl:1][c:2]1[cH:3][c:4]([CH2:9][n:10]2[c:11]([CH:21]([CH3:22])[CH3:23])[n:12][c:13]3[c:14]2[CH:15]([O:20][CH2:27][C:28](=[O:29])[O:30][CH2:31][CH3:32])[CH2:16][CH2:17][CH2:18][CH2:19]3)[cH:5][cH:6][c:7]1[Cl:8]. The product is CCOC(=O)COC1CCCCc2nc(C(C)C)n(Cc3ccc(Cl)c(Cl)c3)c21. Starting materials: CCOC(=O)CBr, CC(C)c1nc2c(n1Cc1ccc(Cl)c(Cl)c1)C(O)CCCC2, [H-], [Na+], C1CCOC1. Starting materials: ClS(=O)(=O)O (chlorosulfonic acid), CC1=C(C(=CC=C1)C)NC(=O)CCl (2-chloro-2',6'-acetoxylidide). Reaction conditions: time 1.5 hour. The product is ClCC(=O)NC=1C(=C(C=CC1C)S(=O)(=O)Cl)C (3-CHLOROACETAMIDO-2,4-DIMETHYLBENZENE SULFONYL CHLORIDE). As a reaction SMILES: [Cl:1][S:2]([OH:5])(=O)=[O:3].[CH3:6][C:7]1[CH:12]=[CH:11][CH:10]=[C:9]([CH3:13])[C:8]=1[NH:14][C:15]([CH2:17][Cl:18])=[O:16]>>[Cl:18][CH2:17][C:15]([NH:14][C:8]1[C:7]([CH3:6])=[C:12]([S:2]([Cl:1])(=[O:5])=[O:3])[CH:11]=[CH:10][C:9]=1[CH3:13])=[O:16]. Procedure details: To chlorosulfonic acid (75 mL, 1.15 mol) was added with stirring solid 2-chloro-2',6'-acetoxylidide over a 30 minute period at 25°-30° C. and the reaction mixture was stirred at 60°-65° C. for 1.5 hours. The reaction was cooled, added to ice and extracted with ethyl acetate/methyl ethyl ketone. The combined extracts were washed with water and brine; dried, and the solvent was removed in vacuo; the residual product (61.4 g, 69%) was a white solid, m.p. 147.5°-149° C. Reactants: ClC=1C=NC=C(C1SC1=C(C=C(S1)C(=O)O)[N+](=O)[O-])Cl (5-[(3,5-dichloro-4-pyridyl)sulfanyl]-4-nitro-thiophene-2-carboxylic acid), ClC1=C(CN)C=CC=C1 (2-chloro benzylamine). Yields the product ClC1=C(CNC(=O)C=2SC(=C(C2)[N+](=O)[O-])SC2=C(C=NC=C2Cl)Cl)C=CC=C1 (N-(2-chlorobenzyl)-5-((3,5-dichloropyridin-4-yl)thio)-4-nitrothiophene-2-carboxamide), solid. The yield is 22.0%. RXN SMILES: [Cl:1][C:2]1[CH:3]=[N:4][CH:5]=[C:6]([Cl:20])[C:7]=1[S:8][C:9]1[S:13][C:12]([C:14]([OH:16])=O)=[CH:11][C:10]=1[N+:17]([O-:19])=[O:18].[Cl:21][C:22]1[CH:29]=[CH:28][CH:27]=[CH:26][C:23]=1[CH2:24][NH2:25]>>[Cl:21][C:22]1[CH:29]=[CH:28][CH:27]=[CH:26][C:23]=1[CH2:24][NH:25][C:14]([C:12]1[S:13][C:9]([S:8][C:7]2[C:6]([Cl:20])=[CH:5][N:4]=[CH:3][C:2]=2[Cl:1])=[C:10]([N+:17]([O-:19])=[O:18])[CH:11]=1)=[O:16]. Reported procedure: Prepared according to the procedure described for example 50 from 5-[(3,5-dichloro-4-pyridyl)sulfanyl]-4-nitro-thiophene-2-carboxylic acid (100 mg, 0.28 mmol) and 2-chloro benzylamine (45 mg, 0.32 mmol). The title compound was obtained as a solid (29 mg, 22% yield). 1H NMR (400 MHz, d6-DMSO) δ: 9.36 (1H, m), 8.98 (2H, m), 8.53 (1H, s), 7.45 (1H, m), 7.33 (3H, m), 4.46 (2H, m). MS m/z: 471.97, 473.95 [M+H]+. The reactants are O=C(Cl)c1ccccc1Cl, Cl, Nc1cc2ccc(O)cc2oc1=O. Yields the product O=C(Nc1cc2ccc(O)cc2oc1=O)c1ccccc1Cl. As a reaction SMILES: [Cl:1][C:2](=[O:3])[c:4]1[cH:5][cH:6][cH:7][cH:8][c:9]1[Cl:10].[ClH:24].[NH2:11][c:12]1[c:13](=[O:23])[o:14][c:15]2[c:16]([cH:17]1)[cH:18][cH:19][c:20]([OH:22])[cH:21]2>>[C:2](=[O:3])([c:4]1[cH:5][cH:6][cH:7][cH:8][c:9]1[Cl:10])[NH:11][c:12]1[c:13](=[O:23])[o:14][c:15]2[c:16]([cH:17]1)[cH:18][cH:19][c:20]([OH:22])[cH:21]2. Starting materials: C[As](C)Cl, COCCOC, NC(CCC(=O)NC(CS)C(=O)NCC(=O)O)C(=O)O, c1ccncc1. The product is C[As](C)SCC(NC(=O)CCC(N)C(=O)O)C(=O)NCC(=O)O. Reaction SMILES: [CH3:21][As:22]([Cl:23])[CH3:24].[CH3:31][O:32][CH2:33][CH2:34][O:35][CH3:36].[NH2:1][CH:2]([C:3](=[O:4])[OH:5])[CH2:6][CH2:7][C:8](=[O:9])[NH:10][CH:11]([CH2:12][SH:13])[C:14](=[O:15])[NH:16][CH2:17][C:18](=[O:19])[OH:20].[cH:25]1[cH:26][cH:27][n:28][cH:29][cH:30]1>>[NH2:1][CH:2]([C:3](=[O:4])[OH:5])[CH2:6][CH2:7][C:8](=[O:9])[NH:10][CH:11]([CH2:12][S:13][As:22]([CH3:21])[CH3:24])[C:14](=[O:15])[NH:16][CH2:17][C:18](=[O:19])[OH:20]. Product: C(C)(C)(C)OC(=O)N1CCC(=CC1)C1=C(C=CC=C1)[N+](=O)[O-] (4-(2-nitro-phenyl)-3,6-dihydro-2H-pyridine-1-carboxylic acid tert-butyl ester). The reagents and catalysts are C=1C=CC(=CC1)/C=C/C(=O)/C=C/C2=CC=CC=C2.C=1C=CC(=CC1)/C=C/C(=O)/C=C/C2=CC=CC=C2.C=1C=CC(=CC1)/C=C/C(=O)/C=C/C2=CC=CC=C2.[Pd].[Pd] (Pd2(DBA)3), COC=1C=CC=C(C1C=2C=CC=CC2P(C3CCCCC3)C4CCCCC4)OC (S-Phos). Conditions: time 15 hour. Procedure details: 1-Chloro-2-nitrobenzene (3.00 mmol, 475 mg), Pd2(DBA)3 (0.060 mmol, 55 mg), S-Phos (0.18 mmol, 75 mg), 4-(4,4,5,5-Tetramethyl-[1,3,2]dioxaborolan-2-yl)-3,6-dihydro-2H-pyridine-1-carboxylic acid tert-butyl ester (4.0 mmol, 1.2 g) and K3PO4 (4.5 mmol, 1.0 g) were loaded into a Schlenk tube containing a stir bar. The tube was capped with a rubber septum, evacuated and refilled with nitrogen. Toluene (5 mL) was added through the septum via a syringe and the tube was sealed with a Teflon screw cap un... Yield: 72.3%. The reactants are ClC1=C(C=CC=C1)[N+](=O)[O-] (1-Chloro-2-nitrobenzene), C(C)(C)(C)OC(=O)N1CCC(=CC1)B1OC(C(O1)(C)C)(C)C (4-(4,4,5,5-Tetramethyl-[1,3,2]dioxaborolan-2-yl)-3,6-dihydro-2H-pyridine-1-carboxylic acid tert-butyl ester), [O-]P(=O)([O-])[O-].[K+].[K+].[K+] (K3PO4). As a reaction SMILES: Cl[C:2]1[CH:7]=[CH:6][CH:5]=[CH:4][C:3]=1[N+:8]([O-:10])=[O:9].[C:11]([O:15][C:16]([N:18]1[CH2:23][CH:22]=[C:21](B2OC(C)(C)C(C)(C)O2)[CH2:20][CH2:19]1)=[O:17])([CH3:14])([CH3:13])[CH3:12].[O-]P([O-])([O-])=O.[K+].[K+].[K+]>C1C=CC(/C=C/C(/C=C/C2C=CC=CC=2)=O)=CC=1.C1C=CC(/C=C/C(/C=C/C2C=CC=CC=2)=O)=CC=1.C1C=CC(/C=C/C(/C=C/C2C=CC=CC=2)=O)=CC=1.[Pd].[Pd].COC1C=CC=C(OC)C=1C1C=CC=CC=1P(C1CCCCC1)C1CCCCC1>[C:11]([O:15][C:16]([N:18]1[CH2:19][CH:20]=[C:21]([C:2]2[CH:7]=[CH:6][CH:5]=[CH:4][C:3]=2[N+:8]([O-:10])=[O:9])[CH2:22][CH2:23]1)=[O:17])([CH3:14])([CH3:12])[CH3:13] |f:2.3.4.5,6.7.8.9.10|. Reactants: FC1=CC2=C(C(=NO2)C2CCN(CC2)CCN)C=C1 (2-[4-(6-fluoro-1,2-benzisoxazol-3-yl)-1-piperidinyl]ethylamine), FC1=C(C(C(=O)O)=CC=C1)C(=O)O (3-fluorophthalic acid), C1(CCCCC1)N=C=NC1CCCCC1 (dicyclohexylcarbodiimide). The solvent is ClCCl (dichloromethane). Run at time 18 hour. Yields the product FC1=CC2=C(C(=NO2)C2CCN(CC2)CCN2C(C=3C(C2=O)=C(C=CC3)F)=O)C=C1 (N-[2-[4-(6-Fluoro-1,2-benzisoxazol-3-yl)-1-piperidinyl]ethyl]-3-fluorophthalimide). Reaction SMILES: [F:1][C:2]1[CH:19]=[CH:18][C:5]2[C:6]([CH:9]3[CH2:14][CH2:13][N:12]([CH2:15][CH2:16][NH2:17])[CH2:11][CH2:10]3)=[N:7][O:8][C:4]=2[CH:3]=1.[F:20][C:21]1[CH:29]=[CH:28][CH:27]=[C:23]([C:24](O)=[O:25])[C:22]=1[C:30](O)=[O:31].C1(N=C=NC2CCCCC2)CCCCC1>ClCCl>[F:1][C:2]1[CH:19]=[CH:18][C:5]2[C:6]([CH:9]3[CH2:14][CH2:13][N:12]([CH2:15][CH2:16][N:17]4[C:30](=[O:31])[C:22]5=[C:21]([F:20])[CH:29]=[CH:28][CH:27]=[C:23]5[C:24]4=[O:25])[CH2:11][CH2:10]3)=[N:7][O:8][C:4]=2[CH:3]=1. Reported procedure: A mixture of 2-[4-(6-fluoro-1,2-benzisoxazol-3-yl)-1-piperidinyl]ethylamine (2.37 gm, 8.98 mmoles), 3-fluorophthalic acid (1.82 in, 9.9 moles) and dicyclohexylcarbodiimide (DCC, 5.5 gm, 26.7 mmoles, 2.6 eq) in dichloromethane (DCM, 250 ml) was stirred at room temperature for 18 hrs. The solids were filtered off. The organic solution was concentrated down. The residue was purified on a flash chromatography column (SiO2, 50 in; eluted with 1% CH3OH:99% DCM, 1.4 liter; 2-6% CH3OH:DCM, liter). The d...